Dataset: the Open Reaction Database (ORD), a public repository of structured organic reaction records. Task: describe an organic reaction: reactants, conditions, products, and yield Starting materials: Brc1ccc(-c2nn[nH]n2)cc1, CC(C)(C)O, O=C(O)C(F)(F)F, O=S(=O)(O)O. Product: CC(C)(C)n1nnc(-c2ccc(Br)cc2)n1. Reaction SMILES: [Br:1][c:2]1[cH:3][cH:4][c:5](-[c:8]2[n:9][n:10][nH:11][n:12]2)[cH:6][cH:7]1.[C:13]([CH3:14])([CH3:15])([CH3:16])[OH:17].[OH:23][C:24]([C:25]([F:26])([F:27])[F:28])=[O:29].[S:18](=[O:19])(=[O:20])([OH:21])[OH:22]>>[Br:1][c:2]1[cH:3][cH:4][c:5](-[c:8]2[n:9][n:10][n:11]([C:13]([CH3:14])([CH3:15])[CH3:16])[n:12]2)[cH:6][cH:7]1. Reactants: CC(=O)OB(O)OC(C)=O, CCN(C(C)C)C(C)C, CN1CCCC1=O, COc1c(F)c(F)cc2c(=O)c(C(=O)O)cn(C3CC3)c12, CC(=O)NCC1CN(c2ccc(OCC3(O)CCNCC3)c(F)c2)C(=O)O1. Product: COc1c(N2CCC(O)(COc3ccc(N4CC(CNC(C)=O)OC4=O)cc3F)CC2)c(F)cc2c(=O)c(C(=O)O)cn(C3CC3)c12. RXN SMILES: [C:28]([O:29][B:30]([OH:31])[O:32][C:33](=[O:34])[CH3:35])(=[O:36])[CH3:37].[CH2:59]([N:60]([CH:61]([CH3:62])[CH3:63])[CH:64]([CH3:65])[CH3:66])[CH3:67].[CH3:68][N:69]1[CH2:70][CH2:71][CH2:72][C:73]1=[O:74].[CH:38]1([n:41]2[cH:42][c:43]([C:56](=[O:57])[OH:58])[c:44](=[O:55])[c:45]3[cH:46][c:47]([F:54])[c:48]([F:53])[c:49]([O:51][CH3:52])[c:50]23)[CH2:39][CH2:40]1.[F:1][c:2]1[cH:3][c:4]([N:17]2[C:18](=[O:27])[O:19][CH:20]([CH2:22][NH:23][C:24]([CH3:25])=[O:26])[CH2:21]2)[cH:5][cH:6][c:7]1[O:8][CH2:9][C:10]1([OH:16])[CH2:11][CH2:12][NH:13][CH2:14][CH2:15]1>>[F:1][c:2]1[cH:3][c:4]([N:17]2[C:18](=[O:27])[O:19][CH:20]([CH2:22][NH:23][C:24]([CH3:25])=[O:26])[CH2:21]2)[cH:5][cH:6][c:7]1[O:8][CH2:9][C:10]1([OH:16])[CH2:11][CH2:12][N:13]([c:48]2[c:47]([F:54])[cH:46][c:45]3[c:44](=[O:55])[c:43]([C:56](=[O:57])[OH:58])[cH:42][n:41]([CH:38]4[CH2:39][CH2:40]4)[c:50]3[c:49]2[O:51][CH3:52])[CH2:14][CH2:15]1. The reactants are O=c1[nH]c2cc(C(F)(F)F)cc(Br)c2[nH]1, O=C([O-])[O-], COCCOC, CCO, OB(O)c1cc(F)c(F)c(F)c1, [Na+], [Na+], O, O, Cl[Pd]Cl, c1ccc(P(c2ccccc2)c2ccccc2)cc1, c1ccc(P(c2ccccc2)c2ccccc2)cc1. The product is O=c1[nH]c2cc(C(F)(F)F)cc(-c3cc(F)c(F)c(F)c3)c2[nH]1. Reaction SMILES: [Br:1][c:2]1[cH:3][c:4]([C:12]([F:13])([F:14])[F:15])[cH:5][c:6]2[nH:7][c:8](=[O:11])[nH:9][c:10]12.[C:28](=[O:29])([O-:30])[O-:31].[CH2:35]([CH2:36][O:37][CH3:38])[O:39][CH3:40].[CH3:82][CH2:83][OH:84].[F:16][c:17]1[cH:18][c:19]([B:25]([OH:26])[OH:27])[cH:20][c:21]([F:24])[c:22]1[F:23].[Na+:32].[Na+:33].[OH2:34].[OH2:85].[Pd:41]([Cl:42])[Cl:43].[c:44]1([P:45]([c:46]2[cH:47][cH:48][cH:49][cH:50][cH:51]2)[c:52]2[cH:53][cH:54][cH:55][cH:56][cH:57]2)[cH:58][cH:59][cH:60][cH:61][cH:62]1.[c:63]1([P:64]([c:65]2[cH:66][cH:67][cH:68][cH:69][cH:70]2)[c:71]2[cH:72][cH:73][cH:74][cH:75][cH:76]2)[cH:77][cH:78][cH:79][cH:80][cH:81]1>>[c:2]1(-[c:19]2[cH:18][c:17]([F:16])[c:22]([F:23])[c:21]([F:24])[cH:20]2)[cH:3][c:4]([C:12]([F:13])([F:14])[F:15])[cH:5][c:6]2[nH:7][c:8](=[O:11])[nH:9][c:10]12. Reactants: OC1=C2C(=NC(=C1)C=1N=C(SC1)NC(C(C)C)=O)C1=C(O2)C=CC(=C1Cl)OC (4-hydroxyl-9-chloro-2-(2-isobutyrylamino-thiazole-4-yl)-8-methoxy-benzofuro[3,2-b]pyridine), O=P(Cl)(Cl)Cl (POCl3). Reaction conditions: time 10 minute. Product: ClC1=C2C(=NC(C1)C=1N=C(SC1)NC(C(C)C)=O)C1=C(O2)C=CC(=C1Cl)OC (4,9-dichloro-2-(2-isobutyrylamino-thiazole-4-yl)-8-methoxy-2,3-dihydro-benzofuro[3,2-b]pyridine). As a reaction SMILES: O[C:2]1[CH:7]=[C:6]([C:8]2[N:9]=[C:10]([NH:13][C:14](=[O:18])[CH:15]([CH3:17])[CH3:16])[S:11][CH:12]=2)[N:5]=[C:4]2[C:19]3[C:25]([Cl:26])=[C:24]([O:27][CH3:28])[CH:23]=[CH:22][C:20]=3[O:21][C:3]=12.O=P(Cl)(Cl)[Cl:31]>>[Cl:31][C:2]1[CH2:7][CH:6]([C:8]2[N:9]=[C:10]([NH:13][C:14](=[O:18])[CH:15]([CH3:17])[CH3:16])[S:11][CH:12]=2)[N:5]=[C:4]2[C:19]3[C:25]([Cl:26])=[C:24]([O:27][CH3:28])[CH:23]=[CH:22][C:20]=3[O:21][C:3]=12. Reported procedure: A mixture of 11G (300 mg, 0.72 mmol) in POCl3 (5 mL) was refluxed for 30 min. After reaction completed, POCl3 was evaporated under reduced pressure. The residue was poured into crushed ice and stirred for 10 min. The solids were collected by filtration and dried to give 161 mg of product (M11). Starting materials: CCN(C(C)C)C(C)C, CC(Cl)Cl, O=C(O)C(F)(F)F, C1COC2(C1)CCNCC2, C1CCOC1, COc1cnc(N2CCOCC2)c2sc(NC(=O)Oc3ccccc3)nc12. The product is COc1cnc(N2CCOCC2)c2sc(NC(=O)N3CCC4(CCCO4)CC3)nc12. Reaction SMILES: [CH:45]([N:46]([CH2:47][CH3:48])[CH:49]([CH3:50])[CH3:51])([CH3:52])[CH3:53].[Cl:54][CH:55]([Cl:56])[CH3:57].[F:28][C:29]([F:30])([F:31])[C:32]([OH:33])=[O:34].[O:35]1[CH2:36][CH2:37][CH2:38][C:39]12[CH2:40][CH2:41][NH:42][CH2:43][CH2:44]2.[O:58]1[CH2:59][CH2:60][CH2:61][CH2:62]1.[c:1]1([O:2][C:8]([NH:9][c:10]2[s:11][c:12]3[c:13]([N:21]4[CH2:22][CH2:23][O:24][CH2:25][CH2:26]4)[n:14][cH:15][c:16]([O:19][CH3:20])[c:17]3[n:18]2)=[O:27])[cH:3][cH:4][cH:5][cH:6][cH:7]1>>[C:8]([NH:9][c:10]1[s:11][c:12]2[c:13]([N:21]3[CH2:22][CH2:23][O:24][CH2:25][CH2:26]3)[n:14][cH:15][c:16]([O:19][CH3:20])[c:17]2[n:18]1)(=[O:27])[N:42]1[CH2:41][CH2:40][C:39]2([O:35][CH2:36][CH2:37][CH2:38]2)[CH2:44][CH2:43]1. Starting materials: NS(=O)(=O)C=1C=CC(=C(C(=O)O)C1)F (5-(aminosulfonyl)-2-fluorobenzoic acid), C(=O)(N1C=NC=C1)N1C=NC=C1 (carbonyldiimidazole), CN (methylamine). Run in C1CCOC1 (THF), C1CCOC1 (THF). Reaction conditions: time 18 hour. Product: NS(=O)(=O)C=1C=CC(=C(C(=O)NC)C1)F (5-(Aminosulfonyl)-2-fluoro-N-methylbenzamide). Isolated yield 81.2%. Reaction SMILES: [NH2:1][S:2]([C:5]1[CH:6]=[CH:7][C:8]([F:14])=[C:9]([CH:13]=1)[C:10](O)=[O:11])(=[O:4])=[O:3].[C:15](N1C=CN=C1)([N:17]1C=CN=C1)=O.CN>C1COCC1>[NH2:1][S:2]([C:5]1[CH:6]=[CH:7][C:8]([F:14])=[C:9]([CH:13]=1)[C:10]([NH:17][CH3:15])=[O:11])(=[O:4])=[O:3]. Procedure: To a solution of 5-(aminosulfonyl)-2-fluorobenzoic acid [prepared according to Chem. Pharm. Bull. 1995, 43, 582-7] (22.98 g, 105 mmol) in THF (500 mL) at room temperature under nitrogen was added carbonyldiimidazole (17 g, 105 mmol). After stirring for 2.25 h a solution of methylamine in THF (2M, 70 mL, 140 mmol) was added dropwise and the reaction was allowed to stir for 18 h. The crude reaction mixture was concentrated to a low volume and EtOAc (150 mL) was added to the resulting thick oil. Th... Reactants: C(CCC)O (n-butanol), SPC 118, C=CC=C (1,3-butadiene). Run in H+. Yields the product C(CCC)OC(C=C)C (3-butoxybut-1-ene), C(CCC)OCC=CC (1-butoxybut-2-ene). As a reaction SMILES: [CH2:1]([OH:5])[CH2:2][CH2:3][CH3:4].[CH2:6]=[CH:7][CH:8]=[CH2:9]>>[CH2:1]([O:5][CH:8]([CH3:9])[CH:7]=[CH2:6])[CH2:2][CH2:3][CH3:4].[CH2:1]([O:5][CH2:6][CH:7]=[CH:8][CH3:9])[CH2:2][CH2:3][CH3:4]. Reported procedure: A 0.3 1 stirred autoclave was filled with 67.0 g (0.90 mol) of n-butanol and with 11.5 g of Lewatit® SPC 118 in the H+ form, which had been washed beforehand with water and n-butanol, and with 3.5 g of a Lewatit® SPC 118 ion exchanger doped with copper(II) chloride. 47.0 g (0.88 mol) of 1,3-butadiene were then forced into the autoclave. After reaction for 10 hours at 90° C. and under autogeneous pressure, a selectivity of 46.8% for 3-butoxybut-1-ene and a selectivity of 44.3% for 1-butoxybut-2-e... The solvent is C1(=CC=CC=C1)C (toluene). Procedure: Under argon, 1.2 g of 39 were dissolved in 60 mL of absolute toluene. Then, 2.9 mL of ethylmagnesium bromide (3M in diethylether) were added dropwise. The mixture was allowed to warm to room temperature. After conversion was complete, the reaction mixture was cooled to 5° C. and 2 mL of dry ethanol were added. The mixture was filtered over celite and the filter cake was washed with tetrahydrofuran. Volatiles were removed in vacuo, the residue was dissolved in 20 mL of dry ethanol, 331 mg of sodi... Reactants: C(C)[Mg]Br (ethylmagnesium bromide), C(C1=CC=CC=C1)OC1CCC(CC1)(C#N)OC (4-Benzyloxy-1-methoxy-cyclohexanecarbonitrile), C(C)O (ethanol). Conditions: time 2 hour. Product: C(C1=CC=CC=C1)OC1CCC(CC1)(OC)C(CC)N (1-(4-Benzyloxy-1-methoxy-cyclohexyl)-propylamine). Reaction SMILES: [CH2:1]([O:8][CH:9]1[CH2:14][CH2:13][C:12]([O:17][CH3:18])([C:15]#[N:16])[CH2:11][CH2:10]1)[C:2]1[CH:7]=[CH:6][CH:5]=[CH:4][CH:3]=1.[CH2:19]([Mg]Br)[CH3:20].C(O)C>C1(C)C=CC=CC=1>[CH2:1]([O:8][CH:9]1[CH2:14][CH2:13][C:12]([CH:15]([NH2:16])[CH2:19][CH3:20])([O:17][CH3:18])[CH2:11][CH2:10]1)[C:2]1[CH:3]=[CH:4][CH:5]=[CH:6][CH:7]=1.